This data is from the Open Reaction Database (ORD), a public repository of structured organic reaction records. The task is: describe an organic reaction: reactants, conditions, products, and yield Reactants: CC(N)c1cccc(Br)c1, Cc1ccccc1, COC(=O)Cl, O=C(O)CC(O)(CC(=O)O)C(=O)O, c1ccncc1. Yields the product COC(=O)NC(C)c1cccc(Br)c1. Reaction SMILES: [Br:1][c:2]1[cH:3][c:4]([CH:5]([CH3:6])[NH2:7])[cH:8][cH:9][cH:10]1.[CH3:35][c:36]1[cH:37][cH:38][cH:39][cH:40][cH:41]1.[Cl:17][C:18](=[O:19])[O:20][CH3:21].[OH:22][C:23]([CH2:24][C:25]([C:26](=[O:27])[OH:28])([CH2:29][C:30](=[O:31])[OH:32])[OH:33])=[O:34].[cH:11]1[cH:12][cH:13][n:14][cH:15][cH:16]1>>[Br:1][c:2]1[cH:3][c:4]([CH:5]([CH3:6])[NH:7][C:18](=[O:19])[O:20][CH3:21])[cH:8][cH:9][cH:10]1. The reactants are CO, N#CC(C=O)=NO, NNCCO. The product is N#CC(C=NNCCO)=NO. Reaction SMILES: [CH3:13][OH:14].[OH:1][N:2]=[C:3]([C:4]#[N:5])[CH:6]=[O:7].[OH:8][CH2:9][CH2:10][NH:11][NH2:12]>>[OH:1][N:2]=[C:3]([C:4]#[N:5])[CH:6]=[N:12][NH:11][CH2:10][CH2:9][OH:8].